Dataset: the Open Reaction Database (ORD), a public repository of structured organic reaction records. Task: describe an organic reaction: reactants, conditions, products, and yield The reactants are [Li+].C[Si](C)(C)[N-][Si](C)(C)C (LHMDS), [Cl-].[NH4+] (ammonium chloride), CN(S(=O)(=O)CC(=O)OC)C1=CC=CC=C1 (methyl {[methyl(phenyl)amino]sulfonyl}acetate), ClC1=C2C3=C(C(=NC2=CC=N1)Cl)C=CN=C3 (1,6-dichloropyrido[4,3-c]-1,6-naphthyridine), [Li+].C[Si](C)(C)[N-][Si](C)(C)C (LHMDS). The solvent is C1(=CC=CC=C1)C (toluene). Conditions: time 5 hour. The product is ClC1=C2C3=C(C(=NC2=CC=N1)CS(=O)(=O)N(C1=CC=CC=C1)C)C=CN=C3 (1-(1-chloropyrido[4,3-c]-1,6-naphthyridin-6-yl)-N-methyl-N-phenylmethanesulfonamide). As a reaction SMILES: [CH3:1][N:2]([C:11]1[CH:16]=[CH:15][CH:14]=[CH:13][CH:12]=1)[S:3]([CH2:6][C:7](OC)=O)(=[O:5])=[O:4].[Cl:17][C:18]1[N:27]=[CH:26][CH:25]=[C:24]2[C:19]=1[C:20]1[CH:32]=[N:31][CH:30]=[CH:29][C:21]=1C(Cl)=[N:23]2.[Li+].C[Si]([N-][Si](C)(C)C)(C)C.[Cl-].[NH4+]>C1(C)C=CC=CC=1>[Cl:17][C:18]1[N:27]=[CH:26][CH:25]=[C:24]2[C:19]=1[C:20]1[CH:32]=[N:31][CH:30]=[CH:29][C:21]=1[C:7]([CH2:6][S:3]([N:2]([CH3:1])[C:11]1[CH:16]=[CH:15][CH:14]=[CH:13][CH:12]=1)(=[O:5])=[O:4])=[N:23]2 |f:2.3,4.5|. Procedure details: To a mixture of methyl {[methyl(phenyl)amino]sulfonyl}acetate (1021 mg, 4.20 mmol) and 1,6-dichloropyrido[4,3-c]-1,6-naphthyridine (350 mg, 1.400 mmol) in toluene (14.0 mL) at 0° C., LHMDS (4.20 mL, 4.20 mmol, 1 M in THF) was added dropwise. The reaction was allowed to warm to room temperature and was stirred for 5 h. The reaction mixture was then heated to 50° C. for 1 h. The reaction mixture was then stirred at room temperature for 72 h. To the reaction mixture, LHMDS (1.400 mL, 1.400 mmol, 1 ... Reactants: C(C1=CC=CC=C1)C1=C(SC=C1)C(C(=O)OC)=O (methyl 2-(3-benzyl-2-thienyl)-2-oxoacetate), O (water), [Cl-].COC[P+](C1=CC=CC=C1)(C1=CC=CC=C1)C1=CC=CC=C1 ((methoxymethyl)triphenylphosphonium chloride), [NH2-].[Na+] (sodamide), 1, mixture, [Cl-].COC[P+](C1=CC=CC=C1)(C1=CC=CC=C1)C1=CC=CC=C1 ((methoxymethyl)triphenylphosphonium chloride), [NH2-].[Na+] (sodamide), 1, mixture. Solvent: C1CCOC1 (THF), C1CCOC1 (THF). Conditions: time 30 minute. The product is C(C1=CC=CC=C1)C1=C(SC=C1)\C(\C(=O)OC)=C/OC ((Z)-methyl 2-(3-benzyl-2-thienyl)-3-methoxypropenoate). Reaction SMILES: [Cl-].[CH3:2][O:3][CH2:4][P+](C1C=CC=CC=1)(C1C=CC=CC=1)C1C=CC=CC=1.[NH2-].[Na+].[CH2:26]([C:33]1[CH:37]=[CH:36][S:35][C:34]=1[C:38](=O)[C:39]([O:41][CH3:42])=[O:40])[C:27]1[CH:32]=[CH:31][CH:30]=[CH:29][CH:28]=1.O>C1COCC1>[CH2:26]([C:33]1[CH:37]=[CH:36][S:35][C:34]=1/[C:38](=[CH:2]\[O:3][CH3:4])/[C:39]([O:41][CH3:42])=[O:40])[C:27]1[CH:32]=[CH:31][CH:30]=[CH:29][CH:28]=1 |f:0.1,2.3|. Procedure: To a suspension of (methoxymethyl)triphenylphosphonium chloride and sodamide (0.4 g of a 1:1 molar mixture) in dry THF was added a solution of methyl 2-(3-benzyl-2-thienyl)-2-oxoacetate (220 mg, 0.8 mmol) in dry THF (5 ml). The reaction mixture was stirred at room temperature for 30 minutes. More (methoxymethyl)triphenylphosphonium chloride and sodamide (0.2 g of a 1:1 molar mixture) were added and stirring was continued for a further one hour. The reaction mixture was poured into water and then...